This data is from the Open Reaction Database (ORD), a public repository of structured organic reaction records. The task is: describe an organic reaction: reactants, conditions, products, and yield Starting materials: COC(C1=CC=C(C=C1)C=O)=O (4-formyl-benzoic acid methyl ester), C(CC)NC1CC2=C(N=CS2)CC1 (propyl-(4,5,6,7-tetrahydro-benzothiazol-6-yl)-amine). Product: COC(C1=CC=C(C=C1)CN(C1CC2=C(N=CS2)CC1)CCC)=O (4-{[Propyl-(4,5,6,7-tetrahydrobenzothiazol-6-yl)amino]methyl}benzoic acid methylester). The yield is 74.0%. Reaction SMILES: [CH3:1][O:2][C:3](=[O:12])[C:4]1[CH:9]=[CH:8][C:7]([CH:10]=O)=[CH:6][CH:5]=1.[CH2:13]([NH:16][CH:17]1[CH2:25][CH2:24][C:20]2[N:21]=[CH:22][S:23][C:19]=2[CH2:18]1)[CH2:14][CH3:15]>>[CH3:1][O:2][C:3](=[O:12])[C:4]1[CH:9]=[CH:8][C:7]([CH2:10][N:16]([CH2:13][CH2:14][CH3:15])[CH:17]2[CH2:25][CH2:24][C:20]3[N:21]=[CH:22][S:23][C:19]=3[CH2:18]2)=[CH:6][CH:5]=1. Reported procedure: 42A is prepared from 4-formyl-benzoic acid methyl ester and 1C as described for 1. Procedure details: Using the same reaction conditions, procedure and work up as described for the preparation of Intermediate (I-16b), 2-(oxetan-3-yl)ethyl 4-methyl-benzenesulfonate (1 g, 3.90 mmol) was reacted with KSCN (0.75 g, 7.81 mmol) in ethanol (20 mL) to afford 1.7 g of the crude product which was used for the next step without further purification. Reaction SMILES: CC1C=CC(S(O[CH2:12][CH2:13][CH:14]2[CH2:17][O:16][CH2:15]2)(=O)=O)=CC=1.[C:18]([S-:20])#[N:19].[K+]>C(O)C>[S:20]([CH2:12][CH2:13][CH:14]1[CH2:15][O:16][CH2:17]1)[C:18]#[N:19] |f:1.2|. Run in C(C)O (ethanol). The reactants are CC1=CC=C(C=C1)S(=O)(=O)OCCC1COC1 (2-(oxetan-3-yl)ethyl 4-methyl-benzenesulfonate), C(#N)[S-].[K+] (KSCN). Product: S(C#N)CCC1COC1 (3-(2-thiocyanatoethyl)oxetane). Yield: 304.4%. Starting materials: FC1=C(C=O)C=CC(=C1)F (2,4-difluorobenzaldehyde), S(O)(O)(=O)=O (sulfuric acid), O (water), [N+](=O)(O)[O-] (nitric acid). The solvent is C(Cl)Cl (methylene chloride), C(C)(=O)OCC (ethyl acetate). Conditions: time 15 minute. The product is FC1=C(C=O)C=C(C(=C1)F)[N+](=O)[O-] (2,4-difluoro-5-nitrobenzaldehyde). Reaction SMILES: [F:1][C:2]1[CH:9]=[C:8]([F:10])[CH:7]=[CH:6][C:3]=1[CH:4]=[O:5].S(=O)(=O)(O)O.[N+:16]([O-])([OH:18])=[O:17].O>C(Cl)Cl.C(OCC)(=O)C>[F:1][C:2]1[CH:9]=[C:8]([F:10])[C:7]([N+:16]([O-:18])=[O:17])=[CH:6][C:3]=1[CH:4]=[O:5]. Procedure details: To a solution of 2,4-difluorobenzaldehyde (2.27 g) in methylene chloride (6 mL) was added concentrated sulfuric acid (6 mL) under ice-cooling, and the mixture was stirred for 15 minutes. To the mixture was added fuming nitric acid (1 mL) under ice-cooling, and the mixture was stirred at the same temperature for 30 minutes. Then the mixture was stirred at room temperature for 1 hour. The reaction mixture was diluted with ethyl acetate. To the mixture was added water, and the organic layer was sep... Starting materials: C(C)(C)(C)C1=CC2=C(CC3(CCCCCC3)O2)C=C1OCC(=C)C (6-t-butyl-5-(2-methyl-2-propenyloxy)-2,3-dihydrobenzofuran-2-spiro-1′-cycloheptane). Solvent: CN(C1=CC=CC=C1)C (dimethylaniline). The product is C(C)(C)(C)C1=CC2=C(CC3(CCCCCC3)O2)C(=C1O)CC(=C)C (6-t-butyl-5-hydroxy-4-(2-methyl-2-propenyl)-2,3-dihydrobenzofuran-2-spiro-1′-cycloheptane). The yield is 179.8%. As a reaction SMILES: [C:1]([C:5]1[C:19]([O:20]CC(C)=C)=[CH:18][C:8]2[CH2:9][C:10]3([O:17][C:7]=2[CH:6]=1)[CH2:16][CH2:15][CH2:14][CH2:13][CH2:12][CH2:11]3)([CH3:4])([CH3:3])[CH3:2]>CN(C)C1C=CC=CC=1>[C:1]([C:5]1[C:19]([OH:20])=[C:18]([CH2:3][C:1]([CH3:4])=[CH2:2])[C:8]2[CH2:9][C:10]3([O:17][C:7]=2[CH:6]=1)[CH2:16][CH2:15][CH2:14][CH2:13][CH2:12][CH2:11]3)([CH3:2])([CH3:3])[CH3:4]. Procedure details: 0.89 g of 6-t-butyl-5-(2-methyl-2-propenyloxy)-2,3-dihydrobenzofuran-2-spiro-1′-cycloheptane was dissolved in 3 ml of dimethylaniline and the solution was treated in the same manner as in Example 8-2) to give 0.80 g of 6-t-butyl-5-hydroxy-4-(2-methyl-2-propenyl)-2,3-dihydrobenzofuran-2-spiro-1′-cycloheptane as a colorless oil (yield 90%). Reaction SMILES: [F:1][C:2]1[CH:3]=[CH:4][CH:5]=[C:6]2[C:10]=1[NH:9][N:8]=[C:7]2[C:11]1[CH:16]=[CH:15][C:14]([O:17][CH3:18])=[CH:13][CH:12]=1.[H-].[Na+].[CH:21]1(Br)[CH2:25][CH2:24][CH2:23][CH2:22]1>>[CH:21]1([N:8]2[C:7]([C:11]3[CH:16]=[CH:15][C:14]([O:17][CH3:18])=[CH:13][CH:12]=3)=[C:6]3[C:10]([C:2]([F:1])=[CH:3][CH:4]=[CH:5]3)=[N:9]2)[CH2:25][CH2:24][CH2:23][CH2:22]1 |f:1.2|. Yields the product C1(CCCC1)N1N=C2C(=CC=CC2=C1C1=CC=C(C=C1)OC)F (2-CYCLOPENTYL-7-FLUORO-3-(4-METHOXYPHENYL)-2H-INDAZOLE). The reactants are FC=1C=CC=C2C(=NNC12)C1=CC=C(C=C1)OC (7-fluoro-3-(4-methoxyphenyl)-1H-indazole), [H-].[Na+] (sodium hydride), C1(CCCC1)Br (cyclopentylbromide). The yield is 5.7%. Reported procedure: Prepared according to Example 116 from 7-fluoro-3-(4-methoxyphenyl)-1H-indazole (0.75 g, 3.1 mmol), sodium hydride (60% in oil, 0.124 g, 3.1 mmol) and cyclopentylbromide (0.36 mL, 3.3 mmol) to give the title compound (0.055 g) as a white solid. The reactants are C1(=CC=CC=C1)C1=C2CCC3=C(C2=NC=2C4=C(CCC12)C=CC=C4)C=CC=C3 (7-phenyl-5,6,8,9-tetrahydrodibenzo[c,h]acridine), ClC=1C(C(=C(C(C1Cl)=O)C#N)C#N)=O (2,3-dichloro-5,6-dicyanobenzoquinone). Solvent: O1CCOCC1 (dioxane), C([O-])([O-])=O.[Na+].[Na+] (sodium carbonate). Reaction conditions: time 30 minute. Yields the product C1(=CC=CC=C1)C1=C2C=CC3=C(C2=NC=2C4=C(C=CC12)C=CC=C4)C=CC=C3 (7-phenyldibenzo[c,h]acridine). RXN SMILES: [C:1]1([C:7]2[C:20]3[CH2:19][CH2:18][C:17]4[CH:21]=[CH:22][CH:23]=[CH:24][C:16]=4[C:15]=3[N:14]=[C:13]3[C:8]=2[CH2:9][CH2:10][C:11]2[CH:28]=[CH:27][CH:26]=[CH:25][C:12]=23)[CH:6]=[CH:5][CH:4]=[CH:3][CH:2]=1.ClC1C(=O)C(C#N)=C(C#N)C(=O)C=1Cl>O1CCOCC1.C(=O)([O-])[O-].[Na+].[Na+]>[C:1]1([C:7]2[C:20]3[CH:19]=[CH:18][C:17]4[CH:21]=[CH:22][CH:23]=[CH:24][C:16]=4[C:15]=3[N:14]=[C:13]3[C:8]=2[CH:9]=[CH:10][C:11]2[CH:28]=[CH:27][CH:26]=[CH:25][C:12]=23)[CH:6]=[CH:5][CH:4]=[CH:3][CH:2]=1 |f:3.4.5|. Reported procedure: 2 (1.55 g, 4.31 mmol) was dissolved in 100 mL dioxane and 2,3-dichloro-5,6-dicyanobenzoquinone was added (6.88 g, 30.3 mmol). The mixture was refluxed under argon for 2 days. The reaction mixture was then cooled to room temperature, poured in 300 mL saturated aqueous sodium carbonate solution and stirred at 65° C. for 30 min. The mixture was then cooled to room temperature, the precipitation was filtered and washed with water and methylene chloride. Yield: 1.1 g (72%). Reactants: Boc-Tyr(Bn)-OBt, N[C@@H](CC1=CC=C(C=C1)OCC1=CC=CC=C1)C(=O)O (Tyr(Bn)), N([C@@H](CC1=CC=C(C=C1)OCC1=CC=CC=C1)C(=O)O)C(=O)OC(C)(C)C (Boc-Tyr(Bn)), N([C@@H](CC1=CC=C(C=C1)OCC1=CC=CC=C1)C(=O)NCC(=O)NCC(=O)N[C@@H](CC1=CC=CC=C1)C(=O)N[C@@H](CC(C)C)C(=O)OCC1=CC=CC=C1)C(=O)OC(C)(C)C (Boc-Tyr(Bn)-Gly-Gly-Phe-Leu-OBn). Reaction conditions: time 1 hour. The product is N[C@@H](CC(C)C)C(=O)OCC1=CC=CC=C1 (Leu-OBn). As a reaction SMILES: N(C(OC(C)(C)C)=O)[C@H](C(O)=O)CC1C=CC(OCC2C=CC=CC=2)=CC=1.N(C(OC(C)(C)C)=O)[C@H](C(NCC(NCC(N[C@H](C([NH:66][C@H:67]([C:72]([O:74][CH2:75][C:76]1[CH:81]=[CH:80][CH:79]=[CH:78][CH:77]=1)=[O:73])[CH2:68][CH:69]([CH3:71])[CH3:70])=O)CC1C=CC=CC=1)=O)=O)=O)CC1C=CC(OCC2C=CC=CC=2)=CC=1.N[C@H](C(O)=O)CC1C=CC(OCC2C=CC=CC=2)=CC=1>>[NH2:66][C@H:67]([C:72]([O:74][CH2:75][C:76]1[CH:81]=[CH:80][CH:79]=[CH:78][CH:77]=1)=[O:73])[CH2:68][CH:69]([CH3:71])[CH3:70]. Reported procedure: The pH of the aqueous layer obtained by the washing procedure with 5% aqueous sodium carbonate solution and saturated brine one more time was 9.6, and the content of Boc-Tyr(Bn)-OBt in the obtained organic layer was 0.2% and the content of Boc-Tyr(Bn) was 0.1%. Subsequently, the obtained organic layer was washed once with saturated brine (15 ml) and then washed by adding 5% aqueous potassium hydrogen sulfate solution (5 ml) and saturated brine (15 ml) thereto. Then, saturated brine (15 ml), wate...